Dataset: the Open Reaction Database (ORD), a public repository of structured organic reaction records. Task: describe an organic reaction: reactants, conditions, products, and yield Reactants: O=C([O-])[O-], CO, [K+], [K+], C[Si](C)(C)C#Cc1cc2nc(O)c(O)nc2cc1[N+](=O)[O-]. Product: C#Cc1cc2nc(O)c(O)nc2cc1[N+](=O)[O-]. RXN SMILES: [C:22](=[O:23])([O-:24])[O-:25].[CH3:28][OH:29].[K+:26].[K+:27].[OH:1][c:2]1[n:3][c:4]2[cH:5][c:6]([N+:19](=[O:20])[O-:21])[c:7]([C:13]#[C:14][Si:15]([CH3:16])([CH3:17])[CH3:18])[cH:8][c:9]2[n:10][c:11]1[OH:12]>>[OH:1][c:2]1[n:3][c:4]2[cH:5][c:6]([N+:19](=[O:20])[O-:21])[c:7]([C:13]#[CH:14])[cH:8][c:9]2[n:10][c:11]1[OH:12].